This data is from the Open Reaction Database (ORD), a public repository of structured organic reaction records. The task is: describe an organic reaction: reactants, conditions, products, and yield Reactants: NC=1SC(=C(N1)C(=O)N1[C@@H]([C@H]2C[C@H]2C1)CN)C1=CC(=CC=C1)F ([2-Amino-5-(3-fluoro-phenyl)-thiazol-4-yl]-((1S,2S,5R)-2-aminomethyl-3-aza-bicyclo[3.1.0]hex-3-yl)-methanone), C1(=NC=CC2=CC=CC=C12)C(=O)O (Isoquinoline-1-carboxylic acid). The product is NC=1SC(=C(N1)C(=O)N1[C@@H]([C@H]2C[C@H]2C1)CNC(=O)C1=NC=CC2=CC=CC=C12)C1=CC(=CC=C1)F (Isoquinoline-1-carboxylic Acid{(1S,2S,5R)-3-[2-amino-5-(3-fluoro-phenyl)-thiazole-4-carbonyl]-3-aza-bicyclo[3.1.0]hex-2-ylmethyl}-amide). As a reaction SMILES: [NH2:1][C:2]1[S:3][C:4]([C:17]2[CH:22]=[CH:21][CH:20]=[C:19]([F:23])[CH:18]=2)=[C:5]([C:7]([N:9]2[CH2:14][C@H:13]3[C@H:11]([CH2:12]3)[C@H:10]2[CH2:15][NH2:16])=[O:8])[N:6]=1.[C:24]1([C:34](O)=[O:35])[C:33]2[C:28](=[CH:29][CH:30]=[CH:31][CH:32]=2)[CH:27]=[CH:26][N:25]=1>>[NH2:1][C:2]1[S:3][C:4]([C:17]2[CH:22]=[CH:21][CH:20]=[C:19]([F:23])[CH:18]=2)=[C:5]([C:7]([N:9]2[CH2:14][C@H:13]3[C@H:11]([CH2:12]3)[C@H:10]2[CH2:15][NH:16][C:34]([C:24]2[C:33]3[C:28](=[CH:29][CH:30]=[CH:31][CH:32]=3)[CH:27]=[CH:26][N:25]=2)=[O:35])=[O:8])[N:6]=1. Procedure details: prepared by reaction of [2-Amino-5-(3-fluoro-phenyl)-thiazol-4-yl]-((1S,2S,5R)-2-aminomethyl-3-aza-bicyclo[3.1.0]hex-3-yl)-methanone with Isoquinoline-1-carboxylic acid. LC-MS (basic): tR=0.83 min; [M+H]+=488.4. The reactants are FC1=C(C=C(C=C1)C(F)(F)F)NC1=NC=NC2=C(C=CC=C12)N (N4-(2-fluoro-5-(trifluoromethyl)phenyl)quinazoline-4,8-diamine), CCN(C(C)C)C(C)C (DIPEA), ClC1=CC=C(C(=C1C(=O)O)F)CNC(C(C)(C)C)=O (6-chloro-2-fluoro-3-(pivalamidomethyl)benzoic acid), C(C(=O)Cl)(=O)Cl (oxalyl chloride). Reagents/catalysts: CN(C)C=O (DMF). Solvent: C(Cl)Cl (CH2Cl2). Yields the product ClC1=CC=C(C(=C1C(=O)NC=1C=CC=C2C(=NC=NC12)NC1=C(C=CC(=C1)C(F)(F)F)F)F)CNC(C(C)(C)C)=O (6-Chloro-2-fluoro-N-(4-((2-fluoro-5-(trifluoromethyl)phenyl)amino)quinazolin-8-yl)-3-(pivalamidomethyl)benzamide). Yield: 6.5%. RXN SMILES: [F:1][C:2]1[CH:7]=[CH:6][C:5]([C:8]([F:11])([F:10])[F:9])=[CH:4][C:3]=1[NH:12][C:13]1[C:22]2[C:17](=[C:18]([NH2:23])[CH:19]=[CH:20][CH:21]=2)[N:16]=[CH:15][N:14]=1.[Cl:24][C:25]1[C:30]([C:31](O)=[O:32])=[C:29]([F:34])[C:28]([CH2:35][NH:36][C:37](=[O:42])[C:38]([CH3:41])([CH3:40])[CH3:39])=[CH:27][CH:26]=1.C(Cl)(=O)C(Cl)=O.CCN(C(C)C)C(C)C>CN(C=O)C.C(Cl)Cl>[Cl:24][C:25]1[C:30]([C:31]([NH:23][C:18]2[CH:19]=[CH:20][CH:21]=[C:22]3[C:17]=2[N:16]=[CH:15][N:14]=[C:13]3[NH:12][C:3]2[CH:4]=[C:5]([C:8]([F:9])([F:10])[F:11])[CH:6]=[CH:7][C:2]=2[F:1])=[O:32])=[C:29]([F:34])[C:28]([CH2:35][NH:36][C:37](=[O:42])[C:38]([CH3:40])([CH3:39])[CH3:41])=[CH:27][CH:26]=1. Procedure: The title compound was prepared following the procedure described in Example-1 using N4-(2-fluoro-5-(trifluoromethyl)phenyl)quinazoline-4,8-diamine (Intermediate-14, 100 mg, 0.31 mmol), 6-chloro-2-fluoro-3-(pivalamidomethyl)benzoic acid (Intermediate-2, 178 mg, 0.62 mmol), oxalyl chloride (117 mg, 0.93 mmol), DMF (1 drop) and DIPEA (120 mg, 0.93 mmol) in CH2Cl2 (5 mL) to afford 12 mg of the title product. 1H NMR (300 MHz, CDCl3): δ 9.92 (s, 1H), 9.15 (d, 1H), 9.08 (d, 1H), 8.79 (s, 1H), 7.83 (s,... Reactants: C1CCC2=NCCCN2CC1, ClCCl, CC(C)(C)OC(=O)N1CCN(CC2(C)Cn3cc([N+](=O)[O-])nc3O2)CC1, Clc1cc(-c2ccccc2)nc(-c2ccccc2)n1, O, O=C(O)C(F)(F)F. Product: CC1(CN2CCN(c3cc(-c4ccccc4)nc(-c4ccccc4)n3)CC2)Cn2cc([N+](=O)[O-])nc2O1. RXN SMILES: [CH2:53]1[CH2:54][CH2:55][C:56]2=[N:61][CH2:60][CH2:59][CH2:58][N:57]2[CH2:62][CH2:63]1.[CH2:64]([Cl:65])[Cl:66].[CH3:1][C:2]1([CH2:13][N:14]2[CH2:15][CH2:16][N:17]([C:20]([O:21][C:22]([CH3:23])([CH3:24])[CH3:25])=[O:26])[CH2:18][CH2:19]2)[CH2:3][n:4]2[c:5]([n:7][c:8]([N+:10](=[O:11])[O-:12])[cH:9]2)[O:6]1.[Cl:34][c:35]1[n:36][c:37](-[c:47]2[cH:48][cH:49][cH:50][cH:51][cH:52]2)[n:38][c:39](-[c:41]2[cH:42][cH:43][cH:44][cH:45][cH:46]2)[cH:40]1.[OH2:67].[OH:27][C:28]([C:29]([F:30])([F:31])[F:32])=[O:33]>>[CH3:1][C:2]1([CH2:13][N:14]2[CH2:15][CH2:16][N:17]([c:35]3[n:36][c:37](-[c:47]4[cH:48][cH:49][cH:50][cH:51][cH:52]4)[n:38][c:39](-[c:41]4[cH:42][cH:43][cH:44][cH:45][cH:46]4)[cH:40]3)[CH2:18][CH2:19]2)[CH2:3][n:4]2[c:5]([n:7][c:8]([N+:10](=[O:11])[O-:12])[cH:9]2)[O:6]1. The reactants are [BH4-], COC(=O)c1ccc(OCc2c(-c3ccc(Cl)cc3)noc2C=O)nc1, CO, [Na+], O=C(O)CC(O)(CC(=O)O)C(=O)O. Product: COC(=O)c1ccc(OCc2c(-c3ccc(Cl)cc3)noc2CO)nc1. As a reaction SMILES: [BH4-:1].[CH3:3][O:4][C:5]([c:6]1[cH:7][n:8][c:9]([O:12][CH2:13][c:14]2[c:15](-[c:21]3[cH:22][cH:23][c:24]([Cl:27])[cH:25][cH:26]3)[n:16][o:17][c:18]2[CH:19]=[O:20])[cH:10][cH:11]1)=[O:28].[CH3:42][OH:43].[Na+:2].[OH:29][C:30]([CH2:31][C:32]([C:33](=[O:34])[OH:35])([CH2:36][C:37](=[O:38])[OH:39])[OH:40])=[O:41]>>[CH3:3][O:4][C:5]([c:6]1[cH:7][n:8][c:9]([O:12][CH2:13][c:14]2[c:15](-[c:21]3[cH:22][cH:23][c:24]([Cl:27])[cH:25][cH:26]3)[n:16][o:17][c:18]2[CH2:19][OH:20])[cH:10][cH:11]1)=[O:28]. The reactants are CC1(C)Cc2ccc(Br)cc2C1=O, CCOC(C)=O, CN1CCCC1=O, N#C[Cu], O. Yields the product CC1(C)Cc2ccc(C#N)cc2C1=O. RXN SMILES: [Br:1][c:2]1[cH:3][cH:4][c:5]2[c:9]([cH:10]1)[C:8](=[O:11])[C:7]([CH3:12])([CH3:13])[CH2:6]2.[CH3:17][CH2:18][O:19][C:20]([CH3:21])=[O:22].[CH3:24][N:25]1[CH2:26][CH2:27][CH2:28][C:29]1=[O:30].[Cu:14][C:15]#[N:16].[OH2:23]>>[c:2]1([C:15]#[N:16])[cH:3][cH:4][c:5]2[c:9]([cH:10]1)[C:8](=[O:11])[C:7]([CH3:12])([CH3:13])[CH2:6]2. As a reaction SMILES: [C:8]([CH3:9])([CH3:10])([CH3:11])[O:12][C:13](=[O:14])[NH:15][CH2:16][CH2:17][CH2:18][C:19](=[O:20])[OH:21].[Cl:28][CH2:29][Cl:30].[Na+:26].[O-:22][C:23]([OH:24])=[O:25].[OH2:27].[S:1]([Cl:2])(=[O:3])([O:4][CH2:5][Cl:6])=[O:7]>>[O:4]([CH2:5][Cl:6])[C:19]([CH2:18][CH2:17][CH2:16][NH:15][C:13]([O:12][C:8]([CH3:9])([CH3:10])[CH3:11])=[O:14])=[O:20]. The reactants are CC(C)(C)OC(=O)NCCCC(=O)O, ClCCl, [Na+], O=C([O-])O, O, O=S(=O)(Cl)OCCl. Product: CC(C)(C)OC(=O)NCCCC(=O)OCCl.